This data is from the Open Reaction Database (ORD), a public repository of structured organic reaction records. The task is: describe an organic reaction: reactants, conditions, products, and yield Reactants: C(CC)OC1=C(C=CC=C1)C1=NC2=C(C=CC=C2C(N1)=O)I (2-(2-n-Propoxyphenyl)-8-Iodoquinazolin-4(3H)-One), C1(=CC=CC=C1)CC=C (3-phenyl-1-propene). Product: C(CC)OC1=C(C=CC=C1)C1=NC2=C(C=CC=C2C(N1)=O)C=CCC1=CC=CC=C1 (2-(2-n-Propoxyphenyl)-8-(3-Phenyl-1-Propen-1-yl)Quinazolin-4(3H)-One). Isolated yield 63.9%. Reaction SMILES: [CH2:1]([O:4][C:5]1[CH:10]=[CH:9][CH:8]=[CH:7][C:6]=1[C:11]1[NH:20][C:19](=[O:21])[C:18]2[C:13](=[C:14](I)[CH:15]=[CH:16][CH:17]=2)[N:12]=1)[CH2:2][CH3:3].[C:23]1([CH2:29][CH:30]=[CH2:31])[CH:28]=[CH:27][CH:26]=[CH:25][CH:24]=1>>[CH2:1]([O:4][C:5]1[CH:10]=[CH:9][CH:8]=[CH:7][C:6]=1[C:11]1[NH:20][C:19](=[O:21])[C:18]2[C:13](=[C:14]([CH:31]=[CH:30][CH2:29][C:23]3[CH:28]=[CH:27][CH:26]=[CH:25][CH:24]=3)[CH:15]=[CH:16][CH:17]=2)[N:12]=1)[CH2:2][CH3:3]. Reported procedure: The title compound is prepared analogously to the method of Example 1, starting with the compound from Example III and 3-phenyl-1-propene. Starting materials: CC(C)(C)[SiH2]OC(C)(C)c1ccc(C(=O)c2cncc(Br)c2)cc1, [C-]#N, [C-]#N, CN(C)C=O, O, [Zn+2], c1ccc(P(c2ccccc2)(c2ccccc2)[Pd](P(c2ccccc2)(c2ccccc2)c2ccccc2)(P(c2ccccc2)(c2ccccc2)c2ccccc2)P(c2ccccc2)(c2ccccc2)c2ccccc2)cc1. Product: CC(C)(C)[SiH2]OC(C)(C)c1ccc(C(=O)c2cncc(C#N)c2)cc1. RXN SMILES: [Br:1][c:2]1[cH:3][c:4]([C:8](=[O:9])[c:10]2[cH:11][cH:12][c:13]([C:16]([O:17][SiH2:18][C:19]([CH3:20])([CH3:21])[CH3:22])([CH3:23])[CH3:24])[cH:14][cH:15]2)[cH:5][n:6][cH:7]1.[C-:108]#[N:109].[C-:111]#[N:112].[CH3:26][N:27]([CH3:28])[CH:29]=[O:30].[OH2:25].[Zn+2:110].[cH:31]1[cH:32][cH:33][c:34]([P:35]([Pd:36]([P:37]([c:38]2[cH:39][cH:40][cH:41][cH:42][cH:43]2)([c:44]2[cH:45][cH:46][cH:47][cH:48][cH:49]2)[c:50]2[cH:51][cH:52][cH:53][cH:54][cH:55]2)([P:56]([c:57]2[cH:58][cH:59][cH:60][cH:61][cH:62]2)([c:63]2[cH:64][cH:65][cH:66][cH:67][cH:68]2)[c:69]2[cH:70][cH:71][cH:72][cH:73][cH:74]2)[P:75]([c:76]2[cH:77][cH:78][cH:79][cH:80][cH:81]2)([c:82]2[cH:83][cH:84][cH:85][cH:86][cH:87]2)[c:88]2[cH:89][cH:90][cH:91][cH:92][cH:93]2)([c:94]2[cH:95][cH:96][cH:97][cH:98][cH:99]2)[c:100]2[cH:101][cH:102][cH:103][cH:104][cH:105]2)[cH:106][cH:107]1>>[c:2]1([C:26]#[N:27])[cH:3][c:4]([C:8](=[O:9])[c:10]2[cH:11][cH:12][c:13]([C:16]([O:17][SiH2:18][C:19]([CH3:20])([CH3:21])[CH3:22])([CH3:23])[CH3:24])[cH:14][cH:15]2)[cH:5][n:6][cH:7]1. RXN SMILES: [CH2:1]([C:3]1[NH:4][C:5]2[C:10]([C:11](=[O:13])[CH:12]=1)=[CH:9][C:8]([F:14])=[CH:7][CH:6]=2)[CH3:2].[I:15]I.C([O-])([O-])=O.[Na+].[Na+].[O-]S([O-])(=S)=O.[Na+].[Na+]>C1COCC1>[CH2:1]([C:3]1[NH:4][C:5]2[C:10]([C:11](=[O:13])[C:12]=1[I:15])=[CH:9][C:8]([F:14])=[CH:7][CH:6]=2)[CH3:2] |f:2.3.4,5.6.7|. The reactants are [O-]S(=O)(=S)[O-].[Na+].[Na+] (Na2S2O3), C(C)C=1NC2=CC=C(C=C2C(C1)=O)F (2-ethyl-6-fluoroquinolin-4(1H)-one), II (I2), C(=O)([O-])[O-].[Na+].[Na+] (Na2CO3). Reported procedure: A stirred mixture of 2-ethyl-6-fluoroquinolin-4(1H)-one (4.00 g, 21 mmol), I2 (10.62 g, 2.0 eq) and Na2CO3 (3.33 g, 1.5 eq) in THF (100 mL) was stirred at rt overnight. To the reaction mixture was added Na2S2O3 solution, after 2 min the resulted mixture was filtered, washed with water and dried in the air to give a white solid as 2-ethyl-6-fluoro-3-iodoquinolin-4(1H)-one. Mass Spectrum (ESI) m/e=318 (M+1). A mixture of 2-ethyl-6-fluoro-3-iodoquinolin-4(1H)-one (400 mg, 1.3 mmol), 3,5-difluorophe... Run at time 8 hour. The product is C(C)C=1NC2=CC=C(C=C2C(C1I)=O)F (2-ethyl-6-fluoro-3-iodoquinolin-4(1H)-one). The solvent is C1CCOC1 (THF). The reactants are O=c1c(CO)cn(C2CCCC2)c2cc(NC3CCCCC3)c(F)cc12, ClCCl. Product: O=Cc1cn(C2CCCC2)c2cc(NC3CCCCC3)c(F)cc2c1=O. Reaction SMILES: [CH:1]1([NH:7][c:8]2[c:9]([F:26])[cH:10][c:11]3[c:12](=[O:25])[c:13]([CH2:23][OH:24])[cH:14][n:15]([CH:18]4[CH2:19][CH2:20][CH2:21][CH2:22]4)[c:16]3[cH:17]2)[CH2:2][CH2:3][CH2:4][CH2:5][CH2:6]1.[Cl:27][CH2:28][Cl:29]>>[CH:1]1([NH:7][c:8]2[c:9]([F:26])[cH:10][c:11]3[c:12](=[O:25])[c:13]([CH:23]=[O:24])[cH:14][n:15]([CH:18]4[CH2:19][CH2:20][CH2:21][CH2:22]4)[c:16]3[cH:17]2)[CH2:2][CH2:3][CH2:4][CH2:5][CH2:6]1. The reactants are IC=1C=CC2=C(CCCC(N2)=O)C1 (7-iodo-2-oxo-2,3,4,5-tetrahydro-1H-1-benzazepine), ( a ), C(C)(=O)OC(C)=O (acetic anhydride). Run in CO (methanol). Product: C(C)(=O)N1C(CCCC2=C1C=CC(=C2)I)=O (N-acetyl-7-iodo-2 oxo-2,3,4,5-tetrahydro-1-H-1-benzazepine). As a reaction SMILES: [I:1][C:2]1[CH:3]=[CH:4][C:5]2[NH:11][C:10](=[O:12])[CH2:9][CH2:8][CH2:7][C:6]=2[CH:13]=1.[C:14](OC(=O)C)(=[O:16])[CH3:15]>CO>[C:14]([N:11]1[C:5]2[CH:4]=[CH:3][C:2]([I:1])=[CH:13][C:6]=2[CH2:7][CH2:8][CH2:9][C:10]1=[O:12])(=[O:16])[CH3:15]. Procedure: 10 gms. of the 7-iodo-2-oxo-2,3,4,5-tetrahydro-1H-1-benzazepine from part (a) of this example are refluxed for 6 hours with 160 ml. of acetic anhydride. The solution is evaporated under vacuum following which a thick oil is obtained, which when admixed with methanol gives crystalline N-acetyl-7-iodo-2 oxo-2,3,4,5-tetrahydro-1-H-1-benzazepine with a melting point of 116° to 117° C. Yield 9.5 gm.